From a dataset of the Open Reaction Database (ORD), a public repository of structured organic reaction records. describe an organic reaction: reactants, conditions, products, and yield Reactants: BrC1=C(C=C2C(=NC=NN21)N)CCCN2CCCC2 (7-bromo-6-(3-(pyrrolidin-1-yl)propyl)pyrrolo[2,1-f][1,2,4]triazin-4-amine), COC=1C=C(C=CC1)B(O)O (3-methoxyphenylboronic acid), P(=O)([O-])([O-])[O-].[K+].[K+].[K+] (potassium phosphate). Reagents/catalysts: C=1C=CC(=CC1)[P](C=2C=CC=CC2)(C=3C=CC=CC3)[Pd]([P](C=4C=CC=CC4)(C=5C=CC=CC5)C=6C=CC=CC6)([P](C=7C=CC=CC7)(C=8C=CC=CC8)C=9C=CC=CC9)[P](C=1C=CC=CC1)(C=1C=CC=CC1)C=1C=CC=CC1 (tetrakis(triphenylphosphine)palladium(0)). Run in O1CCOCC1 (dioxane). Conditions: temperature 90 celsius. Product: COC=1C=C(C=CC1)C1=C(C=C2C(=NC=NN21)N)CCCN2CCCC2 (7-(3-methoxyphenyl)-6-(3-(pyrrolidin-1-yl)propyl)pyrrolo[2,1-f][1,2,4]triazin-4-amine). Yield: 66.4%. Reaction SMILES: Br[C:2]1[N:10]2[C:5]([C:6]([NH2:11])=[N:7][CH:8]=[N:9]2)=[CH:4][C:3]=1[CH2:12][CH2:13][CH2:14][N:15]1[CH2:19][CH2:18][CH2:17][CH2:16]1.[CH3:20][O:21][C:22]1[CH:23]=[C:24](B(O)O)[CH:25]=[CH:26][CH:27]=1.P([O-])([O-])([O-])=O.[K+].[K+].[K+]>O1CCOCC1.C1C=CC([P]([Pd]([P](C2C=CC=CC=2)(C2C=CC=CC=2)C2C=CC=CC=2)([P](C2C=CC=CC=2)(C2C=CC=CC=2)C2C=CC=CC=2)[P](C2C=CC=CC=2)(C2C=CC=CC=2)C2C=CC=CC=2)(C2C=CC=CC=2)C2C=CC=CC=2)=CC=1>[CH3:20][O:21][C:22]1[CH:27]=[C:26]([C:2]2[N:10]3[C:5]([C:6]([NH2:11])=[N:7][CH:8]=[N:9]3)=[CH:4][C:3]=2[CH2:12][CH2:13][CH2:14][N:15]2[CH2:19][CH2:18][CH2:17][CH2:16]2)[CH:25]=[CH:24][CH:23]=1 |f:2.3.4.5,^1:48,50,69,88|. Reported procedure: To a solution of the compound (135 mg, 0.42 mmol) prepared in Example 13, 3-methoxyphenylboronic acid (96 mg, 0.63 mmol), potassium phosphate (2N, 1 mL 2.0 mmol), tetrakis(triphenylphosphine)palladium(0) (Pd(PPh3)4) (11 mg, 0.01 mmol) in dioxane (3 mL) was deoxygenated by nitrogen gas for 5 minutes, and the reactor was sealed, heated at 90° C. for 20 hours. The mixture was concentrated, extracted with DCM and sodium hydroxide (1N). The organic layer was dried, concentrated, and the crude product... The reactants are C(C)OC(CC(CC(C1=CC=CC=C1)(C1=CC=CC=C1)O)=O)=O (δ-hydroxy-β-oxo-δ-phenylbenzenepentanoic acid ethyl ester), C1(=CC=C(C=C1)S(=O)(=O)O)C (p-toluenesulfonic acid), O1CCCC=C1 (3,4-dihydro-2H-pyran). Product: C(C)OC(CC(CC(C1=CC=CC=C1)(OC1OCCCC1)C1=CC=CC=C1)=O)=O (β-oxo-δ-phenyl-δ-(tetrahydro-2H-pyran-2-yl)oxybenzenepentanoic acid ethyl ester). RXN SMILES: [CH2:1]([O:3][C:4](=[O:23])[CH2:5][C:6](=[O:22])[CH2:7][C:8]([OH:21])([C:15]1[CH:20]=[CH:19][CH:18]=[CH:17][CH:16]=1)[C:9]1[CH:14]=[CH:13][CH:12]=[CH:11][CH:10]=1)[CH3:2].C1(C)C=CC(S(O)(=O)=O)=CC=1.[O:35]1[CH:40]=[CH:39][CH2:38][CH2:37][CH2:36]1>>[CH2:1]([O:3][C:4](=[O:23])[CH2:5][C:6](=[O:22])[CH2:7][C:8]([C:15]1[CH:16]=[CH:17][CH:18]=[CH:19][CH:20]=1)([O:21][CH:36]1[CH2:37][CH2:38][CH2:39][CH2:40][O:35]1)[C:9]1[CH:10]=[CH:11][CH:12]=[CH:13][CH:14]=1)[CH3:2]. Procedure: The title compound (J. W. Wolfe, et al, J. Org. Chem. 29, 3249 (1964) ) was prepared from δ-hydroxy-β-oxo-δ-phenylbenzenepentanoic acid ethyl ester (2.0 g, 0.006 mol), p-toluenesulfonic acid (0.014 g, 0.60 mmol), and 3,4-dihydro-2H-pyran (0.77 g, 0.009 mol) using the procedure described in Example 6, Step A. The reactants are C(C1=CC=CC=C1)C(C(CC(CCC(C)(C)F)C(N)=O)O)NC(=O)C1=NC2=CC=CC=C2N=C1 (quinoxaline-2-carboxylic acid (1-benzyl-4-carbamoyl-7-fluoro-2-hydroxy-7-methyl-octyl)-amide), CN(C)C1=NC=CC=C1 (dimethylaminopyridine), C(C)(=O)OC(C)=O (acetic anhydride). Run in N1=CC=CC=C1 (pyridine), C(Cl)Cl (methylene chloride). Run at time 2 hour. Yields the product C(N)(=O)C(CC(C(CC1=CC=CC=C1)NC(=O)C1=NC2=CC=CC=C2N=C1)OC(C)=O)CCC(C)(C)F (Acetic acid 3-carbamoyl-6-fluoro-6-methyl-1-{2-phenyl-1-[(quinoxaline-2-carbonyl)-amino]-ethyl}-heptyl ester). Isolated yield 106.6%. As a reaction SMILES: [CH2:1]([CH:8]([NH:22][C:23]([C:25]1[CH:34]=[N:33][C:32]2[C:27](=[CH:28][CH:29]=[CH:30][CH:31]=2)[N:26]=1)=[O:24])[CH:9]([OH:21])[CH2:10][CH:11]([C:18](=[O:20])[NH2:19])[CH2:12][CH2:13][C:14]([F:17])([CH3:16])[CH3:15])[C:2]1[CH:7]=[CH:6][CH:5]=[CH:4][CH:3]=1.CN(C1C=CC=CN=1)C.[C:44](OC(=O)C)(=[O:46])[CH3:45]>N1C=CC=CC=1.C(Cl)Cl>[C:18]([CH:11]([CH2:12][CH2:13][C:14]([F:17])([CH3:16])[CH3:15])[CH2:10][CH:9]([O:21][C:44](=[O:46])[CH3:45])[CH:8]([NH:22][C:23]([C:25]1[CH:34]=[N:33][C:32]2[C:27](=[CH:28][CH:29]=[CH:30][CH:31]=2)[N:26]=1)=[O:24])[CH2:1][C:2]1[CH:7]=[CH:6][CH:5]=[CH:4][CH:3]=1)(=[O:20])[NH2:19]. Reported procedure: To a solution of quinoxaline-2-carboxylic acid (1-benzyl-4-carbamoyl-7-fluoro-2-hydroxy-7-methyl-octyl)-amide (1.01 g, 2.14 mmol) in pyridine (4 mL) was added dimethylaminopyridine (DMAP) (65 mg, 0.533 mmol) and acetic anhydride (0.400 mL, 4.23 mmol). The resulting solution was stirred for 2 hours, then diluted with methylene chloride and washed with 1 M hydrochloric acid. The organic layer was dried over sodium sulfate, filtered and concentrated to give the title compound as a white foam (1.16 ... The reactants are COC(=O)CCCCCBr, CC(=O)[O-], CCO, Nc1ccccc1, [Na+], O, O, O. The product is COC(=O)CCCCCNc1ccccc1. As a reaction SMILES: [Br:8][CH2:9][CH2:10][CH2:11][CH2:12][CH2:13][C:14](=[O:15])[O:16][CH3:17].[C:21]([O-:22])(=[O:23])[CH3:24].[CH3:26][CH2:27][OH:28].[NH2:1][c:2]1[cH:3][cH:4][cH:5][cH:6][cH:7]1.[Na+:25].[OH2:18].[OH2:19].[OH2:20]>>[NH:1]([c:2]1[cH:3][cH:4][cH:5][cH:6][cH:7]1)[CH2:9][CH2:10][CH2:11][CH2:12][CH2:13][C:14](=[O:15])[O:16][CH3:17]. As a reaction SMILES: [CH3:19][N:20]([CH3:21])[CH:22]=[O:23].[Cl:24][N:25]=[C:26]([OH:27])[CH2:28][CH2:29][C:30]([OH:31])=[O:32].[NH2:1][c:2]1[c:3]([CH3:18])[cH:4][c:5]([O:8][CH:9]([C:10]([F:11])([F:12])[F:13])[C:14]([F:15])([F:16])[F:17])[n:6][cH:7]1.[OH2:33]>>[NH2:1][c:2]1[c:3]([CH3:18])[cH:4][c:5]([O:8][CH:9]([C:10]([F:11])([F:12])[F:13])[C:14]([F:15])([F:16])[F:17])[n:6][c:7]1[Cl:24]. The product is Cc1cc(OC(C(F)(F)F)C(F)(F)F)nc(Cl)c1N. The reactants are CN(C)C=O, O=C(O)CCC(O)=NCl, Cc1cc(OC(C(F)(F)F)C(F)(F)F)ncc1N, O.